describe an organic reaction: reactants, conditions, products, and yield From a dataset of the Open Reaction Database (ORD), a public repository of structured organic reaction records. Reactants: C(C)[Mg]Br (ethylmagnesium bromide), C1CCOC1 (THF), C1(=CC=CC=C1)C(C=O)C1=CC=CC=C1 (diphenylacetaldehyde), C1CCOC1 (THF), example 30, C1CCOC1 (THF). Reaction conditions: time 2 hour. The product is C1(=CC=CC=C1)C(C(C#CCC1CC2=CC=CC(=C2CC1)OC)=O)C1=CC=CC=C1 (2-(5,5-Diphenyl-4-oxo-2-pentynyl)-5-methoxy-1,2,3,4-tetrahydronaphthalene). Reaction SMILES: [CH2:1]([Mg]Br)[CH3:2].[C:5]1([CH:11]([C:14]2[CH:19]=[CH:18][CH:17]=[CH:16][CH:15]=2)[CH:12]=[O:13])[CH:10]=[CH:9][CH:8]=[CH:7][CH:6]=1.[CH2:20]1[CH2:24][O:23][CH2:22][CH2:21]1>>[C:14]1([CH:11]([C:5]2[CH:6]=[CH:7][CH:8]=[CH:9][CH:10]=2)[C:12](=[O:13])[C:12]#[C:11][CH2:14][CH:2]2[CH2:1][CH2:21][C:20]3[C:10](=[CH:5][CH:6]=[CH:7][C:24]=3[O:23][CH3:22])[CH2:9]2)[CH:15]=[CH:16][CH:17]=[CH:18][CH:19]=1. Reported procedure: To a mixture of ethylmagnesium bromide (5.7 ml; 3.0M/L in ether solution) and THF (40 ml) was added dropwise a solution of the compound prepared in reference example 30 (3.0 g) in THF (20 ml) over a 10 min period. The mixture was stirred for 2 h at room temperature. To the mixture was added a solution of diphenylacetaldehyde (2.94 g) in THF (10 ml). The mixture was stirred for 2 h. After quenched by addition of ammonium chloride, the mixture was extracted with ether. The extract was washed with ... Starting materials: FC(CNCC1=CC=C(C#N)C=C1)(F)F (4-[(2,2,2-trifluoroethylamino)-methyl]-benzonitrile), [BH4-].[Na+] (sodium borohydride). Reagents/catalysts: O.O.O.O.O.O.[Co](Cl)Cl (cobalt(II) chloride hexahydrate). The solvent is CO (methanol). The product is FC(CNCC1=CC=C(CN)C=C1)(F)F (4-[(2,2,2-Trifluoroethylamino)-methyl]-benzylamine). Yield: 49.0%. Reaction SMILES: [F:1][C:2]([F:15])([F:14])[CH2:3][NH:4][CH2:5][C:6]1[CH:13]=[CH:12][C:9]([C:10]#[N:11])=[CH:8][CH:7]=1.[BH4-].[Na+]>CO.O.O.O.O.O.O.[Co](Cl)Cl>[F:1][C:2]([F:14])([F:15])[CH2:3][NH:4][CH2:5][C:6]1[CH:13]=[CH:12][C:9]([CH2:10][NH2:11])=[CH:8][CH:7]=1 |f:1.2,4.5.6.7.8.9.10|. Procedure details: Dissolve 4-[(2,2,2-trifluoroethylamino)-methyl]-benzonitrile (633 mg, 2.955 mmol) in methanol (22 mL). Add cobalt(II) chloride hexahydrate (1.41 g, 5.91 mmol) and stir for 20 min. Carefully add sodium borohydride (1.12 g, 29.55 mmol) in small batches and stir the mixture overnight. Quench the mixture with water and filter through celite, washing filtercake with chloroform:methanol:concentrated NH4OH (80:18:2). Concentrate the filtrate in vacuo, and partition the residue between water and chlorof... Starting materials: C(#N)C1(CC1)NC(=O)[C@H]1[C@@H](C[C@@H](C1)S(=O)(=O)C1=C(C=C(C=C1)F)C(F)(F)F)C(=O)N1CC(C1)(F)F ((1R,2R,4R)-2-(3,3-Difluoro-azetidine-1-carbonyl)-4-(4-fluoro-2-trifluoromethyl-benzenesulfonyl)-cyclopentanecarboxylic acid (1-cyano-cyclopropyl)-amide), C(C)(=O)N1CCNCC1 (1-acetyl-piperazine). Product: C(#N)C1(CC1)NC(=O)C1C(CC(C1)S(=O)(=O)C1=C(C=C(C=C1)N1CCN(CC1)C(C)=O)C(F)(F)F)C(=O)N1CC(C1)(F)F (4-[4-(4-Acetyl-piperazin-1-yl)-2-trifluoromethyl-benzenesulfonyl]-2-(3,3-difluoro-azetidine-1-carbonyl)-cyclopentanecarboxylic acid (1-cyano-cyclopropyl)-amide). Reaction SMILES: [C:1]([C:3]1([NH:6][C:7]([C@@H:9]2[CH2:13][C@@H:12]([S:14]([C:17]3[CH:22]=[CH:21][C:20](F)=[CH:19][C:18]=3[C:24]([F:27])([F:26])[F:25])(=[O:16])=[O:15])[CH2:11][C@H:10]2[C:28]([N:30]2[CH2:33][C:32]([F:35])([F:34])[CH2:31]2)=[O:29])=[O:8])[CH2:5][CH2:4]1)#[N:2].[C:36]([N:39]1[CH2:44][CH2:43][NH:42][CH2:41][CH2:40]1)(=[O:38])[CH3:37]>>[C:1]([C:3]1([NH:6][C:7]([CH:9]2[CH2:13][CH:12]([S:14]([C:17]3[CH:22]=[CH:21][C:20]([N:42]4[CH2:43][CH2:44][N:39]([C:36](=[O:38])[CH3:37])[CH2:40][CH2:41]4)=[CH:19][C:18]=3[C:24]([F:26])([F:27])[F:25])(=[O:15])=[O:16])[CH2:11][CH:10]2[C:28]([N:30]2[CH2:33][C:32]([F:34])([F:35])[CH2:31]2)=[O:29])=[O:8])[CH2:5][CH2:4]1)#[N:2]. Procedure: The title compound was prepared in analogy to Example 127 using (1R,2R,4R)-2-(3,3-Difluoro-azetidine-1-carbonyl)-4-(4-fluoro-2-trifluoromethyl-benzenesulfonyl)-cyclopentanecarboxylic acid (1-cyano-cyclopropyl)-amide (Example 118) and 1-acetyl-piperazine. White solid. MS (EI): 632.2 (M+H)+. The reactants are S(O)(O)(=O)=O (sulfuric acid), ClC1=CC=CC=2C(C3=C(C=CC=C3C(C12)=O)Cl)=O (1,5-dichloroanthraquinone), C(C=1C(N)=CC=CC1)(=O)O (anthranilic acid), [O-2].[Mg+2] (magnesium oxide), cupric oxide, [OH-].[K+] (potassium hydroxide). Run in O (water), O (water), C(C(C)C)O (isobutyl alcohol). Reaction conditions: temperature 150 celsius. Yields the product C(=O)(O)C1=C(NC2=CC=CC=3C(C4=C(C=CC=C4C(C23)=O)NC2=C(C=CC=C2)C(=O)O)=O)C=CC=C1 (1,5-Bis(o-carboxyanilino)anthraquinone). RXN SMILES: Cl[C:2]1[C:15]2[C:14](=[O:16])[C:13]3[C:8](=[C:9](Cl)[CH:10]=[CH:11][CH:12]=3)[C:7](=[O:18])[C:6]=2[CH:5]=[CH:4][CH:3]=1.[C:19]([OH:28])(=[O:27])[C:20]1[C:21](=[CH:23][CH:24]=[CH:25][CH:26]=1)[NH2:22].[O-2:29].[Mg+2].[OH-:31].[K+].S(=O)(=O)(O)O>O.C(O)C(C)C>[C:19]([C:20]1[CH:26]=[CH:25][CH:24]=[CH:23][C:21]=1[NH:22][C:2]1[C:15]2[C:14](=[O:16])[C:13]3[C:8](=[C:9]([NH:22][C:21]4[CH:23]=[CH:24][CH:25]=[CH:26][C:20]=4[C:19]([OH:31])=[O:29])[CH:10]=[CH:11][CH:12]=3)[C:7](=[O:18])[C:6]=2[CH:5]=[CH:4][CH:3]=1)([OH:28])=[O:27] |f:2.3,4.5|. Reported procedure: A mixture of 1,5-dichloroanthraquinone (12.0 g.), anthranilic acid (37.0 g.), magnesium oxide (3.2 g.), cupric oxide (0.8 g.), potassium hydroxide (15.0 g.), water (60 ml), and isobutyl alcohol (6 ml) was heated in an autoclave at 150° C. for 20 hrs. The reaction mixture was diluted with 500 ml water, acidified with sulfuric acid (15 ml), and then heated to 80°-85° C. with stirring. After cooling, the product was collected by filtration and washed with water. The dried product was purified by re...